Dataset: the Open Reaction Database (ORD), a public repository of structured organic reaction records. Task: describe an organic reaction: reactants, conditions, products, and yield Starting materials: CCOC(=O)/N=N/C(=O)OCC (Diethylazodicarboxylate), C1(=CC=CC=C1)P(C1=CC=CC=C1)C1=CC=CC=C1 (triphenylphosphine), O[C@@H](C(=O)OC)C(C)C (methyl (R)-2-hydroxy-3-methylbutanoate), BrC1=CC=C(C=C1)O (4-bromophenol). Solvent: C1(=CC=CC=C1)C (toluene), C1(=CC=CC=C1)C (toluene). Reaction conditions: time 30 minute. The product is BrC1=CC=C(O[C@H](C(=O)OC)C(C)C)C=C1 ((2S)-2-(4-Bromophenoxy)-3-methylbutanoic acid, methyl ester). The yield is 75.8%. RXN SMILES: CCOC(/N=N/C(OCC)=O)=O.C1(P(C2C=CC=CC=2)C2C=CC=CC=2)C=CC=CC=1.[OH:32][C@H:33]([CH:38]([CH3:40])[CH3:39])[C:34]([O:36][CH3:37])=[O:35].[Br:41][C:42]1[CH:47]=[CH:46][C:45](O)=[CH:44][CH:43]=1>C1(C)C=CC=CC=1>[Br:41][C:42]1[CH:47]=[CH:46][C:45]([O:32][C@@H:33]([CH:38]([CH3:40])[CH3:39])[C:34]([O:36][CH3:37])=[O:35])=[CH:44][CH:43]=1. Procedure: Diethylazodicarboxylate (17.5 ml) in dry toluene (60 ml) was added dropwise over 30 minutes to a cooled, stirred solution of triphenylphosphine (34 g), methyl (R)-2-hydroxy-3-methylbutanoate (17 g, J.Am. Chem. Soc., (1990), 112, 21, 7659) and 4-bromophenol (24 g) in dry toluene (180 ml). The resulting solution was stirred at room temperature for 30 minutes and was then concentrated under reduced pressure to approximately half the original volume. A mixture of isohexane (700 ml) was added and the... Starting materials: OC=1N=C2N(C(C1/C=C/C#N)=O)C=CC(=C2)CCC=2SC=C(N2)C(C)C ((E)-2-{2-Hydroxy-8-[2-(4-isopropyl-1,3-thiazol-2-yl)ethyl]-4-oxo-4H-pyrido-[1,2-a]pyrimidin-3-yl}-1-ethenylcyanide), CN(C=O)C (dimethylformamide), C(C)(C)N(CC)C(C)C (diisopropylethylamine), ICC1COCC1 (3-(iodomethyl)tetrahydrofuran). Run in O (water), C(Cl)(Cl)Cl (chloroform). Conditions: temperature 80 celsius, time 2 hour. Product: C(C)(C)C=1N=C(SC1)CCC1=CC=2N(C(C(=C(N2)OCC2COCC2)/C=C/C#N)=O)C=C1 ((E)-2-{8-[2-(4-Isopropyl-1,3-thiazol-2-yl)ethyl]-4-oxo-2-(tetrahydro-3-furanylmethoxy)-4H-pyrido[1,2-a]pyrimidin-3-yl}-1-ethenylcyanide). RXN SMILES: [OH:1][C:2]1[N:3]=[C:4]2[CH:16]=[C:15]([CH2:17][CH2:18][C:19]3[S:20][CH:21]=[C:22]([CH:24]([CH3:26])[CH3:25])[N:23]=3)[CH:14]=[CH:13][N:5]2[C:6](=[O:12])[C:7]=1/[CH:8]=[CH:9]/[C:10]#[N:11].CN(C)C=O.C(N(C(C)C)CC)(C)C.I[CH2:42][CH:43]1[CH2:47][CH2:46][O:45][CH2:44]1>O.C(Cl)(Cl)Cl>[CH:24]([C:22]1[N:23]=[C:19]([CH2:18][CH2:17][C:15]2[CH:14]=[CH:13][N:5]3[C:6](=[O:12])[C:7](/[CH:8]=[CH:9]/[C:10]#[N:11])=[C:2]([O:1][CH2:42][CH:43]4[CH2:47][CH2:46][O:45][CH2:44]4)[N:3]=[C:4]3[CH:16]=2)[S:20][CH:21]=1)([CH3:26])[CH3:25]. Procedure: (E)-2-{2-Hydroxy-8-[2-(4-isopropyl-1,3-thiazol-2-yl)ethyl]-4-oxo-4H-pyrido-[1,2-a]pyrimidin-3-yl}-1-ethenylcyanide (100 mg) was added with dimethylformamide (5 ml), diisopropylethylamine (500 ml) and 3-(iodomethyl)tetrahydrofuran (200 ml), and then the mixture was stirred at 80° C. for 2 hours and further stirred overnight at room temperature. After the reaction mixture was distributed between chloroform and water, the organic layer was dried over magnesium sulfate. After the solvent was evapora... The reactants are CC=1C=2N(CCN1)C(=C(C2)C2=CC=CC=C2)C (3,4-Dihydro-1,6-dimethyl-7-phenylpyrrolo[1,2-a]pyrazine), saturated solution, C(\C=C\C(=O)O)(=O)O (fumaric acid), [BH4-].[Na+] (sodium borohydride). Solvent: CO (methanol), O (water), C(C)O (ethanol). The product is C(\C=C\C(=O)O)(=O)O.CC1C=2N(CCN1)C(=C(C2)C2=CC=CC=C2)C (1,2,3,4-tetrahydro-1,6-dimethyl-7-phenylpyrrolo[1,2-a]pyrazine fumarate). Yield: 66.0%. Reaction SMILES: [CH3:1][C:2]1[C:3]2[N:4]([C:8]([CH3:17])=[C:9]([C:11]3[CH:16]=[CH:15][CH:14]=[CH:13][CH:12]=3)[CH:10]=2)[CH2:5][CH2:6][N:7]=1.[BH4-].[Na+].[C:20]([OH:27])(=[O:26])/[CH:21]=[CH:22]/[C:23]([OH:25])=[O:24]>CO.O.C(O)C>[C:20]([OH:27])(=[O:26])/[CH:21]=[CH:22]/[C:23]([OH:25])=[O:24].[CH3:1][CH:2]1[NH:7][CH2:6][CH2:5][N:4]2[C:8]([CH3:17])=[C:9]([C:11]3[CH:12]=[CH:13][CH:14]=[CH:15][CH:16]=3)[CH:10]=[C:3]12 |f:1.2,7.8|. Procedure: 3,4-Dihydro-1,6-dimethyl-7-phenylpyrrolo[1,2-a]pyrazine (0.5 g) was dissolved in a mixture of 20 ml of methanol and 2 ml of water under argon. The solution was treated portionwise with 0.25 g of sodium borohydride while stirring and stirred at room temperature overnight. Thereafter, the methanol was removed in a vacuum, the residue was taken up in 50 ml of methylene chloride and washed with 50 ml of 10% ammonia solution. The phases were separated and the aqueous phase was extracted twice with 30...